From a dataset of the Open Reaction Database (ORD), a public repository of structured organic reaction records. describe an organic reaction: reactants, conditions, products, and yield The reactants are NC=1C=C(C=CC1N)C1=C(C#N)C=CC=C1 (2-(3,4-Diaminophenyl)benzonitrile), [Cl-].ClC(Cl)=[N+](CC)CC ((dichloromethylene) diethylammonium chloride). The product is C(#N)C1=C(C=CC=C1)C1=CC2=C(NC(=N2)N(CC)CC)C=C1 (5-(2-cyanophenyl)-2-diethylamino-1H-benzimidazole). As a reaction SMILES: [NH2:1][C:2]1[CH:3]=[C:4]([C:9]2[CH:16]=[CH:15][CH:14]=[CH:13][C:10]=2[C:11]#[N:12])[CH:5]=[CH:6][C:7]=1[NH2:8].[Cl-].Cl[C:19](=[N+:21]([CH2:24][CH3:25])[CH2:22][CH3:23])Cl>>[C:11]([C:10]1[CH:13]=[CH:14][CH:15]=[CH:16][C:9]=1[C:4]1[CH:5]=[CH:6][C:7]2[NH:8][C:19]([N:21]([CH2:24][CH3:25])[CH2:22][CH3:23])=[N:1][C:2]=2[CH:3]=1)#[N:12] |f:1.2|. Procedure: 2-(3,4-Diaminophenyl)benzonitrile (4.78 mmoles, 1.0 g) was reacted as described in Example 31 with (dichloromethylene) diethylammonium chloride (1.435 mmoles, 2.73 g prepared following the procedure described in Angew. Chem. Int. Ed. 12: 806 (1973)) to yield 0.91 g of 5-(2-cyanophenyl)-2-diethylamino-1H-benzimidazole. RXN SMILES: [Br:1][c:2]1[c:3]([NH2:9])[n:4][cH:5][c:6]([Br:8])[n:7]1.[CH3:10][O:11][c:12]1[c:13]([CH2:14][NH2:15])[cH:16][cH:17][cH:18][cH:19]1.[CH3:29][N:30]1[CH2:31][CH2:32][CH2:33][CH2:34]1.[CH:20]([N:21]([CH2:22][CH3:23])[CH:24]([CH3:25])[CH3:26])([CH3:27])[CH3:28]>>[c:2]1([NH:15][CH2:14][c:13]2[c:12]([O:11][CH3:10])[cH:19][cH:18][cH:17][cH:16]2)[c:3]([NH2:9])[n:4][cH:5][c:6]([Br:8])[n:7]1. The reactants are Nc1ncc(Br)nc1Br, COc1ccccc1CN, CN1CCCC1, CCN(C(C)C)C(C)C. The product is COc1ccccc1CNc1nc(Br)cnc1N. The reactants are CC1CC(CCC1)N (3-methylcyclohexylamine), C(C)(=O)OC(C)=O (Acetic anhydride), OO (hydrogen peroxide), C(C)(=O)OO (peracetic acid). The reagents and catalysts are S(O)(O)(=O)=O (sulfuric acid). Solvent: C(Cl)Cl (methylene chloride), C(Cl)Cl (methylene chloride). Run at temperature 0 celsius, time 10 hour. The product is N(=O)C1CC(CCC1)C (1 -nitroso-3-methylcyclohexane). Isolated yield 19.5%. Reaction SMILES: C(OC(=O)C)(=[O:3])C.OO.[CH3:10][CH:11]1[CH2:16][CH2:15][CH2:14][CH:13]([NH2:17])[CH2:12]1.C(OO)(=O)C>S(=O)(=O)(O)O.C(Cl)Cl>[N:17]([CH:13]1[CH2:14][CH2:15][CH2:16][CH:11]([CH3:10])[CH2:12]1)=[O:3]. Reported procedure: 1-Nitroso-3-methylcyclohexane dimer was prepared as follows: Acetic anhydride (55 g) was added over a 30-minute period, to a solution of 12.2 ml of 90% hydrogen peroxide and one drop of concentrated sulfuric acid in 50 ml of methylene chloride, while the temperature was maintained at 0° C. This solution was then added slowly to 22.8 g of 3-methylcyclohexylamine in 75 ml of methylene chloride while the temperature was maintained at 15° C. After the addition of the peracetic acid solution was comp... Starting materials: O (water), CN1CCN(CC1)CC(=O)C1=CC=C(C=C1)NC(C)=O (2-(4-methylpiperazin-1-yl)-1-(4-acetylamino-phenyl)-ethanone), [OH-].[Na+] (sodium hydroxide). Run in C(C)O (ethanol). Run at temperature 85 celsius, time 2 hour. The product is CN1CCN(CC1)CC(=O)C1=CC=C(C=C1)N (2-(4-methylpiperazin-1-yl)-1-(4-amino-phenyl)-ethanone). The yield is 79.7%. Reaction SMILES: [OH-].[Na+].O.[CH3:4][N:5]1[CH2:10][CH2:9][N:8]([CH2:11][C:12]([C:14]2[CH:19]=[CH:18][C:17]([NH:20]C(=O)C)=[CH:16][CH:15]=2)=[O:13])[CH2:7][CH2:6]1>C(O)C>[CH3:4][N:5]1[CH2:6][CH2:7][N:8]([CH2:11][C:12]([C:14]2[CH:19]=[CH:18][C:17]([NH2:20])=[CH:16][CH:15]=2)=[O:13])[CH2:9][CH2:10]1 |f:0.1|. Procedure details: 1.8 g of sodium hydroxide dissolved in 10 ml of ethanol and 10 ml of water were added to 4.0 g of 2-(4-methylpiperazin-1-yl)-1-(4-acetylamino-phenyl)-ethanone which was obtained in the same manner as in Example 1, and stirred at 85° C for 2 hours in a nitrogen atmosphere. Then, ethanol was distilled off, the deposited oily product was extracted with chloroform, washed with water, dried over anhydrous sodium sulfate and further concentrated to solid to obtain 2.7 g of 2-(4-methylpiperazin-1-yl)-1...